This data is from the Open Reaction Database (ORD), a public repository of structured organic reaction records. The task is: describe an organic reaction: reactants, conditions, products, and yield RXN SMILES: ClC(Cl)(Cl)[C:3]([C:5]1[N:14]2[C:8]([CH2:9][N:10]([C:19]([C:21]3[CH:26]=[CH:25][C:24]([C:27]4[CH:32]=[CH:31][CH:30]=[CH:29][C:28]=4[CH3:33])=[C:23]([O:34][CH3:35])[CH:22]=3)=[O:20])[C:11]3[CH:18]=[CH:17][CH:16]=[CH:15][C:12]=3[CH2:13]2)=[CH:7][CH:6]=1)=[O:4].[O:38]1[C:43]2[CH:44]=[CH:45][C:46]([CH2:48][NH2:49])=[CH:47][C:42]=2[O:41][CH2:40][CH2:39]1>>[O:38]1[C:43]2[CH:44]=[CH:45][C:46]([CH2:48][NH:49][C:3]([C:5]3[N:14]4[C:8]([CH2:9][N:10]([C:19]([C:21]5[CH:26]=[CH:25][C:24]([C:27]6[CH:32]=[CH:31][CH:30]=[CH:29][C:28]=6[CH3:33])=[C:23]([O:34][CH3:35])[CH:22]=5)=[O:20])[C:11]5[CH:18]=[CH:17][CH:16]=[CH:15][C:12]=5[CH2:13]4)=[CH:7][CH:6]=3)=[O:4])=[CH:47][C:42]=2[O:41][CH2:40][CH2:39]1. The product is O1CCOC2=C1C=CC(=C2)CNC(=O)C2=CC=C1CN(C3=C(CN12)C=CC=C3)C(=O)C3=CC(=C(C=C3)C3=C(C=CC=C3)C)OC (N-(2,3-DIHYDRO-1,4-BENZODIOXIN-6-YLMETHYL)-10-[(2-METHOXY-2′-METHYL-1,1′-BIPHENYL-4-YL)CARBONYL]-10,11-DIHYDRO-5H-PYRROLO[2,1-C][1,4]BENZODIAZEPINE-3-CARBOXAMIDE). Reported procedure: The title compound was prepared in the manner of Example 36 from 2,2,2-trichloro-1-{10-[(2-methoxy-2′-methyl-1,1′-biphenyl-4-yl)carbonyl]-10,11-dihydro-5H-pyrrolo[2,1-c][1,4]benzodiazepin-3-yl}ethanone of Example 35 and C-(2,3-dihydrobenzo[1,4]dioxin-6-yl)-methylamine. Purification was performed using HPLC with a normal phase column and eluting with a two phase solvent system (A=hexane, B=dichloromethane/methanol, 4:1), m.p. 153-155° C. MS [(+)ESI, m/z]: 600 [M+H]+ Reactants: ClC(C(=O)C1=CC=C2CN(C3=C(CN21)C=CC=C3)C(=O)C3=CC(=C(C=C3)C3=C(C=CC=C3)C)OC)(Cl)Cl (2,2,2-Trichloro-1-{10-[(2-methoxy-2′-methyl-1,1′-biphenyl-4-yl)carbonyl]-10,11-dihydro-5H-pyrrolo[2,1-c][1,4]benzodiazepin-3-yl}ethanone), O1CCOC2=C1C=CC(=C2)CN (C-(2,3-dihydrobenzo[1,4]dioxin-6-yl)-methylamine). Reactants: COCCCCN1C(=NC2=C1C=CC=C2)C(=O)N([C@@H]2CN(C[C@@H](C2)C(N(C)OC)=O)C(=O)OC(C)(C)C)CC(C)C (tert-butyl (3S,5R)-3-[{[1-(4-methoxybutyl)-1H-benzimidazol-2-yl]carbonyl}(2-methylpropyl)amino]-5-[methoxy(methyl)carbamoyl]piperidine-1-carboxylate), 1Methylmagnesium bromide THF, C1CCOC1 (THF), [Cl-].[NH4+] (ammonium chloride). Run at time 5 hour. Product: COCCCCN1C(=NC2=C1C=CC=C2)C(=O)N([C@@H]2CN(C[C@@H](C2)C(CC)=O)C(=O)OC(C)(C)C)CC(C)C (tert-butyl (3S,5R)-3-[{[1-(4-methoxybutyl)-1H-benzimidazol-2-yl]carbonyl}(2-methylpropyl)amino]-5-propanoyl-piperidine-1-carboxylate). RXN SMILES: [CH3:1][O:2][CH2:3][CH2:4][CH2:5][CH2:6][N:7]1[C:11]2[CH:12]=[CH:13][CH:14]=[CH:15][C:10]=2[N:9]=[C:8]1[C:16]([N:18]([CH2:38][CH:39]([CH3:41])[CH3:40])[C@H:19]1[CH2:24][C@@H:23]([C:25](=[O:30])N(OC)C)[CH2:22][N:21]([C:31]([O:33][C:34]([CH3:37])([CH3:36])[CH3:35])=[O:32])[CH2:20]1)=[O:17].[Cl-].[NH4+].[CH2:44]1COC[CH2:45]1>>[CH3:1][O:2][CH2:3][CH2:4][CH2:5][CH2:6][N:7]1[C:11]2[CH:12]=[CH:13][CH:14]=[CH:15][C:10]=2[N:9]=[C:8]1[C:16]([N:18]([CH2:38][CH:39]([CH3:40])[CH3:41])[C@H:19]1[CH2:24][C@@H:23]([C:25](=[O:30])[CH2:44][CH3:45])[CH2:22][N:21]([C:31]([O:33][C:34]([CH3:37])([CH3:35])[CH3:36])=[O:32])[CH2:20]1)=[O:17] |f:1.2|. Procedure: To a solution of tert-butyl (3S,5R)-3-[{[1-(4-methoxybutyl)-1H-benzimidazol-2-yl]carbonyl}(2-methylpropyl)amino]-5-[methoxy(methyl)carbamoyl]piperidine-1-carboxylate (22.7 g) in THF (20 ml) was added 1Methylmagnesium bromide-THF solution (119 ml) at room temperature, and the mixture was stirred at room temperature for 5 hr. The reaction mixture was poured into saturated aqueous ammonium chloride solution, and the mixture was extracted with ethyl acetate. The extract was washed with water and sat... The reactants are Cl.C1(CC1)N1C=C(C(C2=CC(=C(C=C12)C1=CC(=NC(=C1)C)CO)F)=O)C(=O)OCC (Ethyl 1-cyclopropyl-6-fluoro-7-[2-(hydroxymethyl)-6-methyl-4-pyridinyl]-1,4-dihydro-4-oxo-3-quinolinecarboxylate hydrochloride). The solvent is S(=O)(Cl)Cl (thionyl chloride). Product: C1(CC1)N1C=C(C(C2=CC(=C(C=C12)C1=CC(=NC(=C1)C)CCl)F)=O)C(=O)OCC (ethyl 1-cyclopropyl-7-[2-(chloromethyl)-6-methyl-4-pyridinyl]-6-fluoro-1,4-dihydro-4-oxo-3-quinolinecarboxylate). The yield is 85.9%. As a reaction SMILES: [ClH:1].[CH:2]1([N:5]2[C:14]3[C:9](=[CH:10][C:11]([F:24])=[C:12]([C:15]4[CH:20]=[C:19]([CH3:21])[N:18]=[C:17]([CH2:22]O)[CH:16]=4)[CH:13]=3)[C:8](=[O:25])[C:7]([C:26]([O:28][CH2:29][CH3:30])=[O:27])=[CH:6]2)[CH2:4][CH2:3]1>S(Cl)(Cl)=O>[CH:2]1([N:5]2[C:14]3[C:9](=[CH:10][C:11]([F:24])=[C:12]([C:15]4[CH:20]=[C:19]([CH3:21])[N:18]=[C:17]([CH2:22][Cl:1])[CH:16]=4)[CH:13]=3)[C:8](=[O:25])[C:7]([C:26]([O:28][CH2:29][CH3:30])=[O:27])=[CH:6]2)[CH2:4][CH2:3]1 |f:0.1|. Reported procedure: Ethyl 1-cyclopropyl-6-fluoro-7-[2-(hydroxymethyl)-6-methyl-4-pyridinyl]-1,4-dihydro-4-oxo-3-quinolinecarboxylate hydrochloride (6.68 g) in 40 ml thionyl chloride was heated at reflux for two hours. The excess thionyl chloride was removed in vacuo and by repeatedly adding ethanol and concentrating. The residue was crystallized from ethanol to give 5.50 g ethyl 1-cyclopropyl-7-[2-(chloromethyl)-6-methyl-4-pyridinyl]-6-fluoro-1,4-dihydro-4-oxo-3-quinolinecarboxylate as its hydrochloride salt.